Dataset: the Open Reaction Database (ORD), a public repository of structured organic reaction records. Task: describe an organic reaction: reactants, conditions, products, and yield Starting materials: C(=O)C1=C(C=CC=C1)C1=C(C=CC=C1)C#N (2-formyl-2'-cyanobiphenyl), C(CCC)[Li] (n-butyllithium), C(CCC)N1C=C(C2=CC=CC=C12)C(=O)O (1-butylindole-3-carboxylic acid), O1CCCC1 (tetrahydrofuran), C(C)(C)NC(C)C (diisopropylamine), O1CCCC1 (tetrahydrofuran). The solvent is O (water), C(C)(=O)OCC (Ethyl acetate). Conditions: temperature -50 celsius, time 1 hour. Yields the product C(CCC)N1C(=C(C2=CC=CC=C12)C(=O)O)C(C1=CC=C(C=C1)C1=C(C=CC=C1)C#N)O (1-(n-butyl)-2-[1-hydroxy-1-(2"-cyanobiphenyl-4'yl)methyl]indole-3-carboxylic acid). As a reaction SMILES: C(NC(C)C)(C)C.C([Li])CCC.[CH2:13]([N:17]1[C:25]2[C:20](=[CH:21][CH:22]=[CH:23][CH:24]=2)[C:19]([C:26]([OH:28])=[O:27])=[CH:18]1)[CH2:14][CH2:15][CH3:16].C([C:31]1[CH:36]=[CH:35][CH:34]=[CH:33][C:32]=1[C:37]1[CH:42]=[CH:41][CH:40]=[CH:39][C:38]=1[C:43]#[N:44])=O.[O:45]1CCC[CH2:46]1>C(OCC)(=O)C.O>[CH2:13]([N:17]1[C:25]2[C:20](=[CH:21][CH:22]=[CH:23][CH:24]=2)[C:19]([C:26]([OH:28])=[O:27])=[C:18]1[CH:46]([OH:45])[C:35]1[CH:36]=[CH:31][C:32]([C:37]2[CH:42]=[CH:41][CH:40]=[CH:39][C:38]=2[C:43]#[N:44])=[CH:33][CH:34]=1)[CH2:14][CH2:15][CH3:16]. Reported procedure: To a 3 liter 3-neck flask was added 1 liter of dry tetrahydrofuran and 48.4 ml diisopropylamine. The mixture was cooled to -50° C. under argon, and 216 ml of 1.6M of n-butyllithium (in hexane) was added dropwise over 5 minutes. The mixture was then allowed to warm to -10° C., and then recooled to -40° C. A solution of 30 g of 1-butylindole-3-carboxylic acid in 100 ml dry tetrahydrofuran was added dropwise over 5 minutes. The solution was stirred at -40° to -30° C. for 1 hour, and then recooled t... The reactants are Cc1cc(-c2ccc(Cl)cc2)c(Br)c2nn(Cc3ccc(C#N)cn3)c(=O)n12, C1CCOC1, CC1(C)OB(c2ccncc2)OC1(C)C, ClCCl, [K+], [K+], [K+], O=P([O-])([O-])[O-]. The product is Cc1cc(-c2ccc(Cl)cc2)c(-c2ccncc2)c2nn(Cc3ccc(C#N)cn3)c(=O)n12. Reaction SMILES: [Br:1][c:2]1[c:3]2[n:4]([c:5]([CH3:15])[cH:6][c:7]1-[c:8]1[cH:9][cH:10][c:11]([Cl:14])[cH:12][cH:13]1)[c:16](=[O:28])[n:17]([CH2:19][c:20]1[n:21][cH:22][c:23]([C:24]#[N:25])[cH:26][cH:27]1)[n:18]2.[CH2:55]1[O:56][CH2:57][CH2:58][CH2:59]1.[CH3:29][C:30]1([CH3:31])[C:32]([CH3:33])([CH3:34])[O:35][B:36]([c:37]2[cH:38][cH:39][n:40][cH:41][cH:42]2)[O:43]1.[Cl:44][CH2:45][Cl:46].[K+:52].[K+:53].[K+:54].[P:47]([O-:48])([O-:49])([O-:50])=[O:51]>>[c:2]1(-[c:37]2[cH:38][cH:39][n:40][cH:41][cH:42]2)[c:3]2[n:4]([c:5]([CH3:15])[cH:6][c:7]1-[c:8]1[cH:9][cH:10][c:11]([Cl:14])[cH:12][cH:13]1)[c:16](=[O:28])[n:17]([CH2:19][c:20]1[n:21][cH:22][c:23]([C:24]#[N:25])[cH:26][cH:27]1)[n:18]2. The reactants are C1(=CC=CC=C1)B(O)O (phenylboronic acid), BrC=1C=CC(=C(C(=O)OC)C1)C (methyl 5-bromo-2-methylbenzoate), C([O-])([O-])=O.[K+].[K+] (potassium carbonate). The reagents and catalysts are [Br-].C(CCC)[N+](CCCC)(CCCC)CCCC (tetrabutylammonium bromide), C(C)(=O)[O-].[Pd+2].C(C)(=O)[O-] (palladium (II) acetate). Solvent: O (water), O (Water). Product: C1(=CC=CC=C1)C=1C=CC(=C(C(=O)OC)C1)C (methyl 5-phenyl-2-methylbenzoate). Yield: 84.8%. Reaction SMILES: [C:1]1(B(O)O)[CH:6]=[CH:5][CH:4]=[CH:3][CH:2]=1.Br[C:11]1[CH:12]=[CH:13][C:14]([CH3:21])=[C:15]([CH:20]=1)[C:16]([O:18][CH3:19])=[O:17].C(=O)([O-])[O-].[K+].[K+]>[Br-].C([N+](CCCC)(CCCC)CCCC)CCC.O.C([O-])(=O)C.[Pd+2].C([O-])(=O)C>[C:1]1([C:11]2[CH:12]=[CH:13][C:14]([CH3:21])=[C:15]([CH:20]=2)[C:16]([O:18][CH3:19])=[O:17])[CH:6]=[CH:5][CH:4]=[CH:3][CH:2]=1 |f:2.3.4,5.6,8.9.10|. Procedure: A suspension of 1.19 g (9.46 mmol) of phenylboronic acid, 1.97 g (8.60 mmol) of methyl 5-bromo-2-methylbenzoate, 4 mg (0.017 mmol) of palladium (II) acetate, 2.97 g (21.5 mmol) of potassium carbonate, and 2.77 g (8.6 mmol) of tetrabutylammonium bromide in 20 ml of water was vigorously stirred under a stream of nitrogen, and stirred at 70° C. under an atmosphere of nitrogen for 1 hour. Water was added to the reaction mixture and it was extracted with tert-butyl methyl ether. The organic layer was... Starting materials: [O-]C#N.[Na+] (Sodium cyanate), COC=1C=C2CCN3C(C2=CC1OC)=CC(N(C3=O)CCN)=NC3=C(C=C(C=C3C)C)C (9,10-Dimethoxy-2-(2,4,6-trimethylphenylimino)-3-(2-aminoethyl)-3,4,6,7-tetrahydro-2H-pyrimido[6,1-a]isoquinolin-4-one), [OH-].[Na+] (NaOH), Cl (HCl). Solvent: O (water), O (water). Run at temperature 80 celsius, time 2 hour. Yields the product COC=1C=C2CCN3C(C2=CC1OC)=CC(N(C3=O)CCNC(N)=O)=NC3=C(C=C(C=C3C)C)C (9,10-Dimethoxy-2-(2,4,6-trimethylphenylimino)-3-(N-carbamoyl-2-aminoethyl)-3,4,6,7-tetrahydro-2H-pyrimido[6,1-a]isoquinolin-4-one). Reaction SMILES: [O-:1][C:2]#[N:3].[Na+].[CH3:5][O:6][C:7]1[CH:8]=[C:9]2[C:14](=[CH:15][C:16]=1[O:17][CH3:18])[C:13]1=[CH:19][C:20](=[N:27][C:28]3[C:33]([CH3:34])=[CH:32][C:31]([CH3:35])=[CH:30][C:29]=3[CH3:36])[N:21]([CH2:24][CH2:25][NH2:26])[C:22](=[O:23])[N:12]1[CH2:11][CH2:10]2.Cl.[OH-].[Na+]>O>[CH3:5][O:6][C:7]1[CH:8]=[C:9]2[C:14](=[CH:15][C:16]=1[O:17][CH3:18])[C:13]1=[CH:19][C:20](=[N:27][C:28]3[C:29]([CH3:36])=[CH:30][C:31]([CH3:35])=[CH:32][C:33]=3[CH3:34])[N:21]([CH2:24][CH2:25][NH:26][C:2](=[O:1])[NH2:3])[C:22](=[O:23])[N:12]1[CH2:11][CH2:10]2 |f:0.1,4.5|. Procedure: Sodium cyanate (6.0 g, 0.092 mol) in water (100 ml) was added dropwise to a stirred solution of 9,10-Dimethoxy-2-(2,4,6-trimethylphenylimino)-3-(2-aminoethyl)-3,4,6,7-tetrahydro-2H-pyrimido[6,1-a]isoquinolin-4-one, prepared according to Preparation 4 above (20.0 g, 0.046 mol) in water (600 ml) and 1N HCl (92 ml) at 80° C. After stirring for 2 h at 80° C. the mixture was cooled in an ice-bath and basified with 2N NaOH. The mixture was extracted with dichloromethane (3×200 ml) and the combined ext...